Dataset: the Open Reaction Database (ORD), a public repository of structured organic reaction records. Task: describe an organic reaction: reactants, conditions, products, and yield Product: CCc1cc(Cl)cc(N)c1C(=O)OC. Reaction SMILES: [CH3:15][CH2:16][O:17][C:18](=[O:19])[CH3:20].[NH2:1][c:2]1[c:3]([C:4](=[O:5])[O:6][CH3:7])[c:8]([CH:13]=[CH2:14])[cH:9][c:10]([Cl:12])[cH:11]1.[Pt:21]>>[NH2:1][c:2]1[c:3]([C:4](=[O:5])[O:6][CH3:7])[c:8]([CH2:13][CH3:14])[cH:9][c:10]([Cl:12])[cH:11]1. Reactants: CCOC(C)=O, C=Cc1cc(Cl)cc(N)c1C(=O)OC, [Pt]. Starting materials: NC1=NC(=C(C(=N1)Cl)CCCl)Cl (2-amino-5-(2-chloroethyl)-4,6-dichloropyrimidine), [OH-].[Na+] (sodium hydroxide), O (water). Run in C(C)(C)(C)O (t-butanol). Yields the product ClC=1C2=C(N=C(N1)N)OCC2 (4-chloro-5,6-dihydrofuro[2,3-d]pyrimidin-2-amine). As a reaction SMILES: [NH2:1][C:2]1[N:7]=[C:6]([Cl:8])[C:5]([CH2:9][CH2:10]Cl)=[C:4](Cl)[N:3]=1.[OH-:13].[Na+].O>C(O)(C)(C)C>[Cl:8][C:6]1[C:5]2[CH2:9][CH2:10][O:13][C:4]=2[N:3]=[C:2]([NH2:1])[N:7]=1 |f:1.2|. Procedure: A suspension of 6.0 g of 2-amino-5-(2-chloroethyl)-4,6-dichloropyrimidine, 29 ml of 2 N aqueous sodium hydroxide solution, 35 ml water and 75 ml of t-butanol was heated to reflux (60°) for 24 hours then cooled. The solid was collected by filtration, rinsed with water and dried to yield 2.4 g of 4-chloro-5,6-dihydrofuro[2,3-d]pyrimidin-2-amine, m.p. 258°-263°. The product showed characteristic triplet absorption bands at 3.40 and 5.10 ppm in the nuclear magnetic resonance spectrum (60 MHz), indic...